Dataset: the Open Reaction Database (ORD), a public repository of structured organic reaction records. Task: describe an organic reaction: reactants, conditions, products, and yield Reactants: COC=1C=C(C(=O)N2CC(CC2)(C2=CC(=C(C=C2)OC)OC)CCN2CCC(CC2)NC2=NC3=C(N2CCOCC)C=CC=C3)C=C(C1OC)OC (1-(3,4,5-trimethoxybenzoyl)-3-(2-(4-(1-(2-ethoxyethyl)-1H-benzimidazol-2-yl-amino)piperidin-1-yl)ethyl)-3-(3,4-dimethoxyphenyl)pyrrolidine), C(C)(=O)OCC (ethyl acetate), CS(=O)(=O)O (methanesulfonic acid). Run in C(C)OCC (diethyl ether), C(C)OCC (diethyl ether). Run at time 24 hour. The product is CS(=O)(=O)O.COC=1C=C(C(=O)N2CC(CC2)(C2=CC(=C(C=C2)OC)OC)CCN2CCC(CC2)NC2=NC3=C(N2CCOCC)C=CC=C3)C=C(C1OC)OC (1-(3,4,5-trimethoxybenzoyl)-3-(2-(4-(1-(2-ethoxyethyl)-1H-benzimidazol-2-yl-amino)piperidin-1-yl)ethyl)-3-(3,4-dimethoxyphenyl)pyrrolidine Methanesulfonic Acid Salt). Reaction SMILES: [CH3:1][O:2][C:3]1[CH:4]=[C:5]([CH:46]=[C:47]([O:51][CH3:52])[C:48]=1[O:49][CH3:50])[C:6]([N:8]1[CH2:12][CH2:11][C:10]([CH2:23][CH2:24][N:25]2[CH2:30][CH2:29][CH:28]([NH:31][C:32]3[N:36]([CH2:37][CH2:38][O:39][CH2:40][CH3:41])[C:35]4[CH:42]=[CH:43][CH:44]=[CH:45][C:34]=4[N:33]=3)[CH2:27][CH2:26]2)([C:13]2[CH:18]=[CH:17][C:16]([O:19][CH3:20])=[C:15]([O:21][CH3:22])[CH:14]=2)[CH2:9]1)=[O:7].C(OCC)(=O)C.[CH3:59][S:60]([OH:63])(=[O:62])=[O:61]>C(OCC)C>[CH3:59][S:60]([OH:63])(=[O:62])=[O:61].[CH3:1][O:2][C:3]1[CH:4]=[C:5]([CH:46]=[C:47]([O:51][CH3:52])[C:48]=1[O:49][CH3:50])[C:6]([N:8]1[CH2:12][CH2:11][C:10]([CH2:23][CH2:24][N:25]2[CH2:26][CH2:27][CH:28]([NH:31][C:32]3[N:36]([CH2:37][CH2:38][O:39][CH2:40][CH3:41])[C:35]4[CH:42]=[CH:43][CH:44]=[CH:45][C:34]=4[N:33]=3)[CH2:29][CH2:30]2)([C:13]2[CH:18]=[CH:17][C:16]([O:19][CH3:20])=[C:15]([O:21][CH3:22])[CH:14]=2)[CH2:9]1)=[O:7] |f:4.5|. Reported procedure: Combine 1-(3,4,5-trimethoxybenzoyl)-3-(2-(4-(1-(2-ethoxyethyl)-1H-benzimidazol-2-yl-amino)piperidin-1-yl)ethyl)-3-(3,4-dimethoxyphenyl)pyrrolidine (0.48 g, 0.67 mmol) and ethyl acetate. Add a solution of methanesulfonic acid (2.2 mL, 0.77 M in ethyl acetate, 1.7 mmol). After 24 hours, add diethyl ether (150 mL) to form a solid. Decant solvent, add diethyl ether (200 mL) and stir. After 5 hours, decant solvent, add diethyl ether (200 mL). After 24 hours, collect the solid by filtration and dry in... Reactants: NC=1C=C(C(=O)NCCC(C)C)C=C(C1)N (3,5-diamino-N-(3-methylbutyl)-benzamide), [Li+].[Cl-] (LiCl), N1=CC=CC=C1 (pyridine), CC(CC(=O)Cl)C (3-methylbutyric acid chloride), CN1CCCC1=O (NMP). Product: CC(CCNC(C1=CC(=CC(=C1)NC(CC(C)C)=O)NC(CC(C)C)=O)=O)C (N-(3-methylbutyl)-3,5-bis-(3-methylbutyrylamino)benzamide). As a reaction SMILES: [NH2:1][C:2]1[CH:3]=[C:4]([CH:13]=[C:14]([NH2:16])[CH:15]=1)[C:5]([NH:7][CH2:8][CH2:9][CH:10]([CH3:12])[CH3:11])=[O:6].[CH3:17][CH:18]([CH3:23])[CH2:19][C:20](Cl)=[O:21].CN1[C:29](=[O:30])[CH2:28][CH2:27][CH2:26]1.[Li+].[Cl-].N1C=CC=C[CH:34]=1>>[CH3:12][CH:10]([CH3:11])[CH2:9][CH2:8][NH:7][C:5](=[O:6])[C:4]1[CH:3]=[C:2]([NH:1][C:20](=[O:21])[CH2:19][CH:18]([CH3:23])[CH3:17])[CH:15]=[C:14]([NH:16][C:29](=[O:30])[CH2:28][CH:27]([CH3:34])[CH3:26])[CH:13]=1 |f:3.4|. Reported procedure: from 0.50 g (2.26 mmol) of 3,5-diamino-N-(3-methylbutyl)-benzamide, 0.64 g (5.31 mmol) of 3-methylbutyric acid chloride, 30 ml of NMP, 5 ml of pyridine and 0.05 g of LiCl according to Method A. The reactants are CCCCC(=O)Nc1ccccc1C(=O)OC, CC(=O)OC(C)=O, O=[N+]([O-])O, O=S(=O)(O)O. Product: CCCCC(=O)Nc1c(C(=O)OC)cccc1[N+](=O)[O-]. Reaction SMILES: [C:10]([CH2:11][CH2:12][CH2:13][CH3:14])(=[O:15])[NH:16][c:17]1[c:18]([C:19](=[O:20])[O:21][CH3:22])[cH:23][cH:24][cH:25][cH:26]1.[CH3:27][C:28]([O:29][C:30](=[O:31])[CH3:32])=[O:33].[OH:1][N+:2]([O-:3])=[O:4].[S:5](=[O:6])(=[O:7])([OH:8])[OH:9]>>[O-:1][N+:2](=[O:4])[c:26]1[c:17]([NH:16][C:10]([CH2:11][CH2:12][CH2:13][CH3:14])=[O:15])[c:18]([C:19](=[O:20])[O:21][CH3:22])[cH:23][cH:24][cH:25]1. Starting materials: crude material, ClC=1C=CC(=C(C1)NCCCNCC)C (N′-(5-Chloro-2-methyl-phenyl)-N-ethyl-propane-1,3-diamine), C(=S)(N1C=NC=C1)N1C=NC=C1 (1,1′-thiocarbonyldiimidazole), O.C1(=CC=C(C=C1)S(=O)(=O)O)C (para-toluenesulfonic acid monohydrate). Run in ClCCl (dichloromethane), O1CCOCC1 (dioxane). Product: ClC=1C=CC(=C(C1)N1C(N(CCC1)CC)=S)C (1-(5-Chloro-2-methyl-phenyl)-3-ethyl-3,4,5,6-tetrahydro-pyrimidine-2(1H)-thione). Yield: 24.9%. Reaction SMILES: [Cl:1][C:2]1[CH:3]=[CH:4][C:5]([CH3:15])=[C:6]([NH:8][CH2:9][CH2:10][CH2:11][NH:12][CH2:13][CH3:14])[CH:7]=1.[C:16](N1C=CN=C1)(N1C=CN=C1)=[S:17].O.C1(C)C=CC(S(O)(=O)=O)=CC=1>O1CCOCC1.ClCCl>[Cl:1][C:2]1[CH:3]=[CH:4][C:5]([CH3:15])=[C:6]([N:8]2[CH2:9][CH2:10][CH2:11][N:12]([CH2:13][CH3:14])[C:16]2=[S:17])[CH:7]=1 |f:2.3|. Reported procedure: A solution of the diamine of Step A (7.1 g) in dioxane (250 mL) and 1,1′-thiocarbonyldiimidazole (5.6 g) was refluxed under nitrogen for 2.5 hrs. Following the addition of para-toluenesulfonic acid monohydrate (11.9 g), the reaction mixture was heated at reflux for 48 hrs. The reaction was cooled and filtered and the filtrate was concentrated in vacuo to give a brown oil. The crude material was dissolved in dichloromethane and absorbed onto a column of Merck-60 flash silica gel. Elution with 20%... Yields the product N#Cc1cnc(Nc2cccc(N)c2)nc1-c1cccs1. RXN SMILES: [C:1](#[N:2])[c:3]1[c:4](-[c:19]2[s:20][cH:21][cH:22][cH:23]2)[n:5][c:6]([NH:9][c:10]2[cH:11][c:12]([N+:16]([O-:17])=[O:18])[cH:13][cH:14][cH:15]2)[n:7][cH:8]1.[CH3:29][CH2:30][OH:31].[OH2:24].[OH2:25].[Sn:26]([Cl:27])[Cl:28]>>[C:1](#[N:2])[c:3]1[c:4](-[c:19]2[s:20][cH:21][cH:22][cH:23]2)[n:5][c:6]([NH:9][c:10]2[cH:11][c:12]([NH2:16])[cH:13][cH:14][cH:15]2)[n:7][cH:8]1. Reactants: N#Cc1cnc(Nc2cccc([N+](=O)[O-])c2)nc1-c1cccs1, CCO, O, O, Cl[Sn]Cl. The reactants are CN1C(=O)C(NC(=O)CCc2ccc(Cl)cc2Cl)N=C(c2ccccc2)c2cc([N+](=O)[O-])ccc21, CC(=O)O, [Cl-], [Cl-], [Cl-], Cl, [Na+], [OH-], O, [Ti+3]. Yields the product CN1C(=O)C(NC(=O)CCc2ccc(Cl)cc2Cl)N=C(c2ccccc2)c2cc(N)ccc21. As a reaction SMILES: [CH3:1][N:2]1[C:3](=[O:35])[CH:4]([NH:22][C:23]([CH2:24][CH2:25][c:26]2[c:27]([Cl:33])[cH:28][c:29]([Cl:32])[cH:30][cH:31]2)=[O:34])[N:5]=[C:6]([c:16]2[cH:17][cH:18][cH:19][cH:20][cH:21]2)[c:7]2[c:8]1[cH:9][cH:10][c:11]([N+:13]([O-:14])=[O:15])[cH:12]2.[CH3:39][C:40](=[O:41])[OH:42].[Cl-:44].[Cl-:46].[Cl-:47].[ClH:36].[Na+:38].[OH-:37].[OH2:43].[Ti+3:45]>>[CH3:1][N:2]1[C:3](=[O:35])[CH:4]([NH:22][C:23]([CH2:24][CH2:25][c:26]2[c:27]([Cl:33])[cH:28][c:29]([Cl:32])[cH:30][cH:31]2)=[O:34])[N:5]=[C:6]([c:16]2[cH:17][cH:18][cH:19][cH:20][cH:21]2)[c:7]2[c:8]1[cH:9][cH:10][c:11]([NH2:13])[cH:12]2. As a reaction SMILES: [C:1]([CH3:2])([CH3:3])([CH3:4])[NH:5][S:6](=[O:7])(=[O:8])[CH2:9][CH2:10][c:11]1[cH:12][c:13]([Br:18])[c:14]([NH2:17])[cH:15][cH:16]1.[C:30](=[O:31])([O-:32])[O-:33].[CH3:19][C:20]1([CH3:29])[CH2:21][CH:22]=[C:23]([B:26]([OH:27])[OH:28])[CH2:24][CH2:25]1.[CH3:36][c:37]1[cH:38][cH:39][cH:40][cH:41][cH:42]1.[CH3:43][CH2:44][OH:45].[CH3:46][CH2:47][O:48][C:49]([CH3:50])=[O:51].[Na+:34].[Na+:35].[cH:52]1[cH:53][cH:54][c:55]([P:56]([Pd:57]([P:58]([c:59]2[cH:60][cH:61][cH:62][cH:63][cH:64]2)([c:65]2[cH:66][cH:67][cH:68][cH:69][cH:70]2)[c:71]2[cH:72][cH:73][cH:74][cH:75][cH:76]2)([P:77]([c:78]2[cH:79][cH:80][cH:81][cH:82][cH:83]2)([c:84]2[cH:85][cH:86][cH:87][cH:88][cH:89]2)[c:90]2[cH:91][cH:92][cH:93][cH:94][cH:95]2)[P:96]([c:97]2[cH:98][cH:99][cH:100][cH:101][cH:102]2)([c:103]2[cH:104][cH:105][cH:106][cH:107][cH:108]2)[c:109]2[cH:110][cH:111][cH:112][cH:113][cH:114]2)([c:115]2[cH:116][cH:117][cH:118][cH:119][cH:120]2)[c:121]2[cH:122][cH:123][cH:124][cH:125][cH:126]2)[cH:127][cH:128]1>>[C:1]([CH3:2])([CH3:3])([CH3:4])[NH:5][S:6](=[O:7])(=[O:8])[CH2:9][CH2:10][c:11]1[cH:12][c:13]([C:23]2=[CH:22][CH2:21][C:20]([CH3:19])([CH3:29])[CH2:25][CH2:24]2)[c:14]([NH2:17])[cH:15][cH:16]1. The product is CC1(C)CC=C(c2cc(CCS(=O)(=O)NC(C)(C)C)ccc2N)CC1. The reactants are CC(C)(C)NS(=O)(=O)CCc1ccc(N)c(Br)c1, O=C([O-])[O-], CC1(C)CC=C(B(O)O)CC1, Cc1ccccc1, CCO, CCOC(C)=O, [Na+], [Na+], c1ccc(P(c2ccccc2)(c2ccccc2)[Pd](P(c2ccccc2)(c2ccccc2)c2ccccc2)(P(c2ccccc2)(c2ccccc2)c2ccccc2)P(c2ccccc2)(c2ccccc2)c2ccccc2)cc1. Reactants: FC1=C(C(=O)O)C=CC=C1NS(=O)(=O)C1=CC=C(C=C1)C(F)(F)F (2-fluoro-3-(4-trifluoromethyl-benzenesulfonylamino)-benzoic acid), S(O)(O)(=O)=O (sulfuric acid), CO (methanol). Product: COC(C1=C(C(=CC=C1)NS(=O)(=O)C1=CC=C(C=C1)C(F)(F)F)F)=O (2-fluoro-3-(4-trifluoromethyl-benzenesulfonylamino)-benzoic acid methyl ester). The yield is 81.0%. As a reaction SMILES: [F:1][C:2]1[C:10]([NH:11][S:12]([C:15]2[CH:20]=[CH:19][C:18]([C:21]([F:24])([F:23])[F:22])=[CH:17][CH:16]=2)(=[O:14])=[O:13])=[CH:9][CH:8]=[CH:7][C:3]=1[C:4]([OH:6])=[O:5].S(=O)(=O)(O)O.[CH3:30]O>>[CH3:30][O:5][C:4](=[O:6])[C:3]1[CH:7]=[CH:8][CH:9]=[C:10]([NH:11][S:12]([C:15]2[CH:20]=[CH:19][C:18]([C:21]([F:24])([F:22])[F:23])=[CH:17][CH:16]=2)(=[O:14])=[O:13])[C:2]=1[F:1]. Reported procedure: To 2-fluoro-3-(4-trifluoromethyl-benzenesulfonylamino)-benzoic acid (23, 4.0 g, 11 mmol) in 40 mL of methanol, sulfuric acid (8.8 mL, 0.16 mol) was added and the reaction mixture was refluxed overnight. The resulting reaction mixture was concentrated, and the residue was poured into 5% aqueous sodium bicarbonate solution and extracted with ethyl acetate. The organic layer was washed with brine, dried over anhydrous sodium sulfate, filtered and the filtrate concentrated under vacuum. The resultin...